This data is from the Open Reaction Database (ORD), a public repository of structured organic reaction records. The task is: describe an organic reaction: reactants, conditions, products, and yield The reactants are C(=S)(C=1NC=CN1)C=1NC=CN1 (thiocarbonyl diimidazole), CN(C1CCN(CC1)C1=CC=C(C=C1)[N+](=O)[O-])C (Dimethyl-[1-(4-nitro-phenyl)-piperidin-4-yl]-amine), O (water). The solvent is CN(C)C=O (DMF). Conditions: time 80 minute. Product: N(=C=S)C1=CC=C(C=C1)N1CCC(CC1)N(C)C ([1-(4-Isothiocyanato-phenyl)-piperidin-4-yl]-dimethyl-amine). As a reaction SMILES: [CH3:1][N:2]([CH3:18])[CH:3]1[CH2:8][CH2:7][N:6]([C:9]2[CH:14]=[CH:13][C:12]([N+:15]([O-])=O)=[CH:11][CH:10]=2)[CH2:5][CH2:4]1.[C:19](C1NC=CN=1)(C1NC=CN=1)=[S:20].O>CN(C=O)C>[N:15]([C:12]1[CH:13]=[CH:14][C:9]([N:6]2[CH2:7][CH2:8][CH:3]([N:2]([CH3:18])[CH3:1])[CH2:4][CH2:5]2)=[CH:10][CH:11]=1)=[C:19]=[S:20]. Procedure: Dimethyl-[1-(4-nitro-phenyl)-piperidin-4-yl]-amine (Example 2, 1.1 g, 5.0 mmol) was dissolved in DMF (5 mL). To the stirred solution, thiocarbonyl diimidazole (Aldrich, 1.18 g, 90%, 6 mmol) was added and the solution was stirred at room temperature for 80 minutes. The mixture was poured into water and extracted with diethyl ether. The extract was dried with sodium sulfate and concentrated to give a pale yellow solid. 1.12 g, 85%. MS (m+H)+: 262. The reactants are C([O-])([O-])=O.[K+].[K+] (potassium carbonate), COC(C(CC1=CC=C(C=C1)O)NC1=C(C=CC=C1)C(C1=CC=CC=C1)=O)=O (2-((2-benzoylphenyl)amino)-3-(4-hydroxyphenyl)-propionic acid methyl ester), BrCCBr (1,2-dibromoethane). Solvent: C(C)#N (acetonitrile). Run at time 24 hour. The product is COC(C(CC1=CC=C(C=C1)OCCBr)NC1=C(C=CC=C1)C(C1=CC=CC=C1)=O)=O (2-((2-benzoylphenyl)amino)-3-[4-(2-bromoethoxy)-phenyl]-propionic acid methyl ester). The yield is 62.0%. Reaction SMILES: C(=O)([O-])[O-].[K+].[K+].[CH3:7][O:8][C:9](=[O:34])[CH:10]([NH:19][C:20]1[CH:25]=[CH:24][CH:23]=[CH:22][C:21]=1[C:26](=[O:33])[C:27]1[CH:32]=[CH:31][CH:30]=[CH:29][CH:28]=1)[CH2:11][C:12]1[CH:17]=[CH:16][C:15]([OH:18])=[CH:14][CH:13]=1.[Br:35][CH2:36][CH2:37]Br>C(#N)C>[CH3:7][O:8][C:9](=[O:34])[CH:10]([NH:19][C:20]1[CH:25]=[CH:24][CH:23]=[CH:22][C:21]=1[C:26](=[O:33])[C:27]1[CH:32]=[CH:31][CH:30]=[CH:29][CH:28]=1)[CH2:11][C:12]1[CH:13]=[CH:14][C:15]([O:18][CH2:37][CH2:36][Br:35])=[CH:16][CH:17]=1 |f:0.1.2|. Procedure details: To a solution of potassium carbonate (2 kg) in acetonitrile (5000 ml) is added 2-((2-benzoylphenyl)amino)-3-(4-hydroxyphenyl)-propionic acid methyl ester (555 g, 1.48 mol) and 1,2-dibromoethane (1000 ml). Then the mixture is stirred at room temperature for 24 hours. After that, the reaction mixture is filtered, and then the filtrate is evaporated under a vacuum. The crude product is purified by silica gel chromatography using hexane/EtOAc (4:1) as eluent to give 2-((2-benzoylphenyl)amino)-3-[4-(... Starting materials: Cl, CCOC(=O)C1C=Nc2ccccc2C1=O, [Na+], C1COCCO1, [OH-]. Product: O=C(O)C1C=Nc2ccccc2C1=O. As a reaction SMILES: [ClH:19].[N:1]1=[CH:2][CH:3]([C:12](=[O:13])[O:14][CH2:15][CH3:16])[C:4](=[O:11])[c:5]2[cH:6][cH:7][cH:8][cH:9][c:10]21.[Na+:18].[O:20]1[CH2:21][CH2:22][O:23][CH2:24][CH2:25]1.[OH-:17]>>[N:1]1=[CH:2][CH:3]([C:12](=[O:13])[OH:14])[C:4](=[O:11])[c:5]2[cH:6][cH:7][cH:8][cH:9][c:10]21. The reactants are [Br-], C1CCOC1, C[Mg+], [Cu]I, Cc1ncn(-c2ccc(Nc3nc4n(n3)CCC(=O)CC4c3ccc(F)cc3)cc2F)n1. Yields the product Cc1ncn(-c2ccc(Nc3nc4n(n3)CCC(C)(O)CC4c3ccc(F)cc3)cc2F)n1. As a reaction SMILES: [Br-:1].[CH2:36]1[O:37][CH2:38][CH2:39][CH2:40]1.[CH3:2][Mg+:3].[Cu:41][I:42].[F:4][c:5]1[cH:6][c:7]([NH:17][c:18]2[n:19][n:20]3[c:21]([n:35]2)[CH:22]([c:28]2[cH:29][cH:30][c:31]([F:34])[cH:32][cH:33]2)[CH2:23][C:24](=[O:27])[CH2:25][CH2:26]3)[cH:8][cH:9][c:10]1-[n:11]1[n:12][c:13]([CH3:16])[n:14][cH:15]1>>[CH3:2][C:24]1([OH:27])[CH2:23][CH:22]([c:28]2[cH:29][cH:30][c:31]([F:34])[cH:32][cH:33]2)[c:21]2[n:20]([n:19][c:18]([NH:17][c:7]3[cH:6][c:5]([F:4])[c:10](-[n:11]4[n:12][c:13]([CH3:16])[n:14][cH:15]4)[cH:9][cH:8]3)[n:35]2)[CH2:26][CH2:25]1.